Dataset: the Open Reaction Database (ORD), a public repository of structured organic reaction records. Task: describe an organic reaction: reactants, conditions, products, and yield The reactants are BrC1=C(C=C(C(=O)N)C=C1)C (4-Bromo-3-methylbenzamide), COC=1C=CC(=CC1)P2(=S)SP(=S)(S2)C=3C=CC(=CC3)OC (Lawessons reagent). The solvent is C1CCOC1 (THF). Reaction conditions: time 4 hour. The product is BrC1=C(C=C(C(=S)N)C=C1)C (4-Bromo-3-methylthiobenzamide). The yield is 157.5%. As a reaction SMILES: [Br:1][C:2]1[CH:10]=[CH:9][C:5]([C:6]([NH2:8])=O)=[CH:4][C:3]=1[CH3:11].COC1C=CC(P2(SP(C3C=CC(OC)=CC=3)(=S)S2)=[S:21])=CC=1>C1COCC1>[Br:1][C:2]1[CH:10]=[CH:9][C:5]([C:6]([NH2:8])=[S:21])=[CH:4][C:3]=1[CH3:11]. Procedure: 4-Bromo-3-methylbenzamide (D37, 1.0 g, 0.0047 mole) was dissolved in THF (50 ml), treated with Lawessons reagent (0.95 g, 0.0024 mole) and stirred under argon for 4 h. The solvent was removed in vacuo and the residue purified by flash chromatography on silica gel eluting with 10% EtOH/CHCl3 to afford the title compound as a yellow solid (0.87 g, 80%). The product is NC1CCC(c2ccccc2)CC1. Starting materials: [BH4-], CO, [Na+], Cl[Ni]Cl, ON=C1CCC(c2ccccc2)CC1. Reaction SMILES: [BH4-:15].[CH3:17][OH:18].[Na+:16].[Ni:19]([Cl:20])[Cl:21].[c:1]1([CH:7]2[CH2:8][CH2:9][C:10](=[N:13][OH:14])[CH2:11][CH2:12]2)[cH:2][cH:3][cH:4][cH:5][cH:6]1>>[c:1]1([CH:7]2[CH2:8][CH2:9][CH:10]([NH2:13])[CH2:11][CH2:12]2)[cH:2][cH:3][cH:4][cH:5][cH:6]1. Starting materials: O (Water), [BH4-].[Na+] (Sodium borohydride), ice, O([Si](C1=CC=CC=C1)(C1=CC=CC=C1)C(C)(C)C)C1=CC(=C(C=O)C(=C1)OC)OC (4-t-butyldiphenylsiloxy-2,6-dimethoxybenzaldehyde). Solvent: O1CCCC1 (tetrahydrofuran). Run at time 30 minute. Product: O([Si](C1=CC=CC=C1)(C1=CC=CC=C1)C(C)(C)C)C1=CC(=C(CO)C(=C1)OC)OC (4-t-butyldiphenylsiloxy-2,6-dimethoxybenzyl alcohol). The yield is 103.7%. RXN SMILES: [BH4-].[Na+].[O:3]([C:21]1[CH:28]=[C:27]([O:29][CH3:30])[C:24]([CH:25]=[O:26])=[C:23]([O:31][CH3:32])[CH:22]=1)[Si:4]([C:17]([CH3:20])([CH3:19])[CH3:18])([C:11]1[CH:16]=[CH:15][CH:14]=[CH:13][CH:12]=1)[C:5]1[CH:10]=[CH:9][CH:8]=[CH:7][CH:6]=1.O>O1CCCC1>[O:3]([C:21]1[CH:22]=[C:23]([O:31][CH3:32])[C:24]([CH2:25][OH:26])=[C:27]([O:29][CH3:30])[CH:28]=1)[Si:4]([C:17]([CH3:20])([CH3:19])[CH3:18])([C:11]1[CH:12]=[CH:13][CH:14]=[CH:15][CH:16]=1)[C:5]1[CH:6]=[CH:7][CH:8]=[CH:9][CH:10]=1 |f:0.1|. Reported procedure: Sodium borohydride (519.0 mg, 13.73 mmol) was added to an ice-cold solution of 4-t-butyldiphenylsiloxy-2,6-dimethoxybenzaldehyde (3.85 g, 9.15 mmol) in tetrahydrofuran (40 mL), and the mixture was stirred at room temperature for 2 hours and 30 minutes. Water was added to the reaction mixture, and the mixture was extracted with ethyl acetate. The organic layer was washed with brine, dried over anhydrous sodium sulfate, and concentrated under reduced pressure to afford crude 4-t-butyldiphenylsilox... Starting materials: FC(C=1C=C(CCC2=NN(C(N2CC2=CC=CC=C2)=O)CC2=C(C=CC=C2)N)C=C(C1)C(F)(F)F)(F)F (3-(3,5-Bis(trifluoromethyl)phenethyl)-4-benzyl-1-(2-aminobenzyl)-5-oxo-1,2,4-triazole), [N+](=O)([O-])C1=CC=C(CBr)C=C1 (p-nitrobenzyl bromide). The product is FC(C=1C=C(CCC2=NN(C(N2CC2=CC=CC=C2)=O)CC2=CC=C(C=C2)N)C=C(C1)C(F)(F)F)(F)F (3-(3,5-Bis(trifluoromethyl)phenethyl)-4-benzyl-1-(4-aminobenzyl)-5-oxo-1,2,4-triazole). As a reaction SMILES: [F:1][C:2]([F:37])([F:36])[C:3]1[CH:4]=[C:5]([CH:29]=[C:30]([C:32]([F:35])([F:34])[F:33])[CH:31]=1)[CH2:6][CH2:7][C:8]1[N:12]([CH2:13][C:14]2[CH:19]=[CH:18][CH:17]=[CH:16][CH:15]=2)[C:11](=[O:20])[N:10]([CH2:21][C:22]2[CH:27]=[CH:26][CH:25]=[CH:24][C:23]=2N)[N:9]=1.[N+:38](C1C=CC(CBr)=CC=1)([O-])=O>>[F:33][C:32]([F:35])([F:34])[C:30]1[CH:29]=[C:5]([CH:4]=[C:3]([C:2]([F:1])([F:36])[F:37])[CH:31]=1)[CH2:6][CH2:7][C:8]1[N:12]([CH2:13][C:14]2[CH:19]=[CH:18][CH:17]=[CH:16][CH:15]=2)[C:11](=[O:20])[N:10]([CH2:21][C:22]2[CH:23]=[CH:24][C:25]([NH2:38])=[CH:26][CH:27]=2)[N:9]=1. Procedure: Prepared as for the compound of Example 3 using p-nitrobenzyl bromide. The product is COCCn1c(-c2ccc(C(C)C)cc2)nc2c(C(F)(F)F)c(CO)cc(OC)c21. As a reaction SMILES: [BH4-:31].[CH3:33][CH2:34][OH:35].[CH:1]([CH3:2])([CH3:3])[c:4]1[cH:5][cH:6][c:7](-[c:10]2[n:11][c:12]3[c:13]([n:14]2[CH2:15][CH2:16][O:17][CH3:18])[c:19]([O:29][CH3:30])[cH:20][c:21]([CH:27]=[O:28])[c:22]3[C:23]([F:24])([F:25])[F:26])[cH:8][cH:9]1.[Na+:32]>>[CH:1]([CH3:2])([CH3:3])[c:4]1[cH:5][cH:6][c:7](-[c:10]2[n:11][c:12]3[c:13]([n:14]2[CH2:15][CH2:16][O:17][CH3:18])[c:19]([O:29][CH3:30])[cH:20][c:21]([CH2:27][OH:28])[c:22]3[C:23]([F:24])([F:25])[F:26])[cH:8][cH:9]1. The reactants are [BH4-], CCO, COCCn1c(-c2ccc(C(C)C)cc2)nc2c(C(F)(F)F)c(C=O)cc(OC)c21, [Na+]. Reactants: CCOC(=O)C(C)(C)Br, O=C([O-])[O-], COc1ccc(CCNc2cc(-c3cccc(O)c3)nc(OC)n2)cc1, [Cs+], [Cs+], O. Product: CCOC(=O)C(C)(C)Oc1cccc(-c2cc(NCCc3ccc(OC)cc3)nc(OC)n2)c1. RXN SMILES: [Br:33][C:34]([C:35](=[O:36])[O:37][CH2:38][CH3:39])([CH3:40])[CH3:41].[C:27](=[O:28])([O-:29])[O-:30].[CH3:1][O:2][c:3]1[n:4][c:5]([NH:16][CH2:17][CH2:18][c:19]2[cH:20][cH:21][c:22]([O:25][CH3:26])[cH:23][cH:24]2)[cH:6][c:7](-[c:9]2[cH:10][c:11]([OH:15])[cH:12][cH:13][cH:14]2)[n:8]1.[Cs+:31].[Cs+:32].[OH2:42]>>[CH3:1][O:2][c:3]1[n:4][c:5]([NH:16][CH2:17][CH2:18][c:19]2[cH:20][cH:21][c:22]([O:25][CH3:26])[cH:23][cH:24]2)[cH:6][c:7](-[c:9]2[cH:10][c:11]([O:15][C:34]([C:35](=[O:36])[O:37][CH2:38][CH3:39])([CH3:40])[CH3:41])[cH:12][cH:13][cH:14]2)[n:8]1.